From a dataset of the Open Reaction Database (ORD), a public repository of structured organic reaction records. describe an organic reaction: reactants, conditions, products, and yield Starting materials: FC=1C=CC(=C(C1)O)[N+](=O)[O-] (5-fluoro-2-nitrophenol), C([O-])([O-])=O.[K+].[K+] (potassium carbonate), O (water), BrCC(=O)OC (methyl bromoacetate). The solvent is C(C)C(=O)C (methyl ethyl ketone). Conditions: time 8 hour. Product: FC=1C=CC(=C(OCC(=O)OC)C1)[N+](=O)[O-] (methyl 5-fluoro-2-nitrophenoxyacetate). Isolated yield 91.1%. Reaction SMILES: [F:1][C:2]1[CH:3]=[CH:4][C:5]([N+:9]([O-:11])=[O:10])=[C:6]([OH:8])[CH:7]=1.C(=O)([O-])[O-].[K+].[K+].Br[CH2:19][C:20]([O:22][CH3:23])=[O:21].O>C(C(C)=O)C>[F:1][C:2]1[CH:3]=[CH:4][C:5]([N+:9]([O-:11])=[O:10])=[C:6]([CH:7]=1)[O:8][CH2:19][C:20]([O:22][CH3:23])=[O:21] |f:1.2.3|. Procedure details: To 10 g (63.7 mmol) of 5-fluoro-2-nitrophenol in 100 ml of methyl ethyl ketone was added 10.5 g (76.4 mmol) of finely ground potassium carbonate followed by 10.7 g (70.1 mmol) of methyl bromoacetate. The resulting suspension was refluxed for 6 hours and then stirred at room temperature overnight. During this time it went from a deep red color to pale yellow. The reaction was poured into one liter of water, the layers were separated and the aqueous layer was extracted twice more with EtOAc (2×100... The reactants are C(C)C(/C=C/C=C(/C)\C=1C=C(OCC=2C=C(C(C(=O)OC)=CC2)C(=O)OC)C=CC1)(CC)O (dimethyl 4-[3-((1Z,3E)-5-ethyl-5-hydroxy-1-methylhepta-1,3-dienyl)phenoxymethyl]phthalate), [BH4-].[Li+] (lithium borohydride). Yields the product OCC=1C=C(COC=2C=C(C=CC2)\C(=C/C=C/C(CC)(O)CC)\C)C=CC1CO ((4E,6Z)-7-[3-(3,4-bis-Hydroxymethylbenzyloxy)phenyl]-3-ethylocta-4,6-dien-3-ol). As a reaction SMILES: [CH2:1]([C:3]([OH:33])([CH2:31][CH3:32])/[CH:4]=[CH:5]/[CH:6]=[C:7](\[C:9]1[CH:10]=[C:11]([CH:28]=[CH:29][CH:30]=1)[O:12][CH2:13][C:14]1[CH:15]=[C:16]([C:24](OC)=[O:25])[C:17](=[CH:22][CH:23]=1)[C:18](OC)=[O:19])/[CH3:8])[CH3:2].[BH4-].[Li+]>>[OH:25][CH2:24][C:16]1[CH:15]=[C:14]([CH:23]=[CH:22][C:17]=1[CH2:18][OH:19])[CH2:13][O:12][C:11]1[CH:10]=[C:9](/[C:7](/[CH3:8])=[CH:6]\[CH:5]=[CH:4]\[C:3]([CH2:31][CH3:32])([OH:33])[CH2:1][CH3:2])[CH:30]=[CH:29][CH:28]=1 |f:1.2|. Reported procedure: In a manner similar to Example 53(e), by reacting 106 mg (0.23 mmol) of dimethyl 4-[3-((1Z,3E)-5-ethyl-5-hydroxy-1-methylhepta-1,3-dienyl)phenoxymethyl]phthalate with 20 mg (0.94 mmol) of lithium borohydride, a colourless oil is obtained (m=50 mg; Y=55%). Reactants: C=CC=C (butadiene), polyphosphoric acid, S(O)(O)(=O)=O (sulfuric acid), C(C1=CC=CC=C1)(=O)C1=CC=CC=C1 (benzophenone), ( X ). Solvent: C(C)(=O)O (acetic acid). The product is C1(=O)OCC2=CC=CC=C12 (phthalide). Reaction SMILES: [CH2:1]=[CH:2][CH:3]=[CH2:4].[C:5]([C:13]1C=CC=[CH:15][CH:14]=1)(=[O:12])C1C=CC=CC=1.S(=O)(=O)(O)[OH:20]>C(O)(=O)C>[C:5]1([C:13]2[C:2](=[CH:3][CH:4]=[CH:15][CH:14]=2)[CH2:1][O:20]1)=[O:12]. Reported procedure: Then, one mol of the butadiene derivative and one mol of a benzophenone derivative (compound of the following formula (X)) are condensated under the presence of a dehydrating agent such as anhydrous acetic acid, polyphosphoric acid or sulfuric acid to obtain a phthalide compound represented by the general formula (I) as substantially colorless crystals. ##STR10## The reactants are OC(C(=O)C1=CC=C(C=C1)OC=1C=C(C=CC1)C(F)(F)F)O (2,2-dihydroxy-4'-(α,α,α-trifluoro-m-tolyloxy)acetophenone), NC1=CC=C(C(=O)O)C=C1 (p-aminobenzoic acid), C(C)O (ethanol), C1(=CC=CC=C1)C (toluene). Run in CCOCC (ether), petroleum ether. Reaction conditions: temperature 0 celsius. The product is C(C)OC(C(C1=CC=C(C=C1)OC1=CC(=CC=C1)C(F)(F)F)=O)NC1=CC=C(C(=O)O)C=C1 (4-[[1-Ethoxy-2-oxo-2-[4-[3-(trifluoromethyl)phenoxy]phenyl]ethyl]amino]benzoic acid). Reaction SMILES: O[CH:2]([OH:22])[C:3]([C:5]1[CH:10]=[CH:9][C:8]([O:11][C:12]2[CH:13]=[C:14]([C:18]([F:21])([F:20])[F:19])[CH:15]=[CH:16][CH:17]=2)=[CH:7][CH:6]=1)=[O:4].[NH2:23][C:24]1[CH:32]=[CH:31][C:27]([C:28]([OH:30])=[O:29])=[CH:26][CH:25]=1.[CH2:33](O)[CH3:34].C1(C)C=CC=CC=1>CCOCC>[CH2:33]([O:22][CH:2]([NH:23][C:24]1[CH:32]=[CH:31][C:27]([C:28]([OH:30])=[O:29])=[CH:26][CH:25]=1)[C:3](=[O:4])[C:5]1[CH:6]=[CH:7][C:8]([O:11][C:12]2[CH:17]=[CH:16][CH:15]=[C:14]([C:18]([F:20])([F:21])[F:19])[CH:13]=2)=[CH:9][CH:10]=1)[CH3:34]. Procedure: A mixture of 5.62 g of 2,2-dihydroxy-4'-(α,α,α-trifluoro-m-tolyloxy)acetophenone, 2.47 g of p-aminobenzoic acid and 100 ml of ethanol was refluxed for 30 minutes and then 50 ml of toluene were added. The mixture was evaporated to dryness and the refluxing with ethanol and toluene repeated twice. Then the ethanol was evaporated giving a residue which was dissolved in 150 ml of ether, 75 ml of petroleum ether was added and the mixture cooled to 0° C., giving the desired product as an off-white pow...